Dataset: the Open Reaction Database (ORD), a public repository of structured organic reaction records. Task: describe an organic reaction: reactants, conditions, products, and yield The product is C=C(Br)CC(C(=O)OCC)C(=O)c1ccccc1. RXN SMILES: [Br:17][C:18](=[CH2:19])[CH2:20][Br:21].[C:3]([c:4]1[cH:5][cH:6][cH:7][cH:8][cH:9]1)(=[O:10])[CH2:11][C:12](=[O:13])[O:14][CH2:15][CH3:16].[CH3:28][CH2:29][O:30][C:31](=[O:32])[CH3:33].[H-:1].[Na+:2].[O:23]=[CH:24][N:25]([CH3:26])[CH3:27].[OH2:22]>>[C:3]([c:4]1[cH:5][cH:6][cH:7][cH:8][cH:9]1)(=[O:10])[CH:11]([C:12](=[O:13])[O:14][CH2:15][CH3:16])[CH2:20][C:18]([Br:17])=[CH2:19]. Reactants: C=C(Br)CBr, CCOC(=O)CC(=O)c1ccccc1, CCOC(C)=O, [H-], [Na+], CN(C)C=O, O. The reactants are CO, S=C(Cl)Cl, CC(C)C1(C)N=C(c2nc3ccc(N)cc3cc2C(=O)O)NC1=O. Product: CC(C)C1(C)N=C(c2nc3ccc(N=C=S)cc3cc2C(=O)O)NC1=O. As a reaction SMILES: [CH3:29][OH:30].[Cl:1][C:2]([Cl:3])=[S:4].[NH2:5][c:6]1[cH:7][c:8]2[cH:9][c:10]([C:26](=[O:27])[OH:28])[c:11]([C:16]3=[N:20][C:19]([CH3:21])([CH:22]([CH3:23])[CH3:24])[C:18](=[O:25])[NH:17]3)[n:12][c:13]2[cH:14][cH:15]1>>[C:2](=[S:4])=[N:5][c:6]1[cH:7][c:8]2[cH:9][c:10]([C:26](=[O:27])[OH:28])[c:11]([C:16]3=[N:20][C:19]([CH3:21])([CH:22]([CH3:23])[CH3:24])[C:18](=[O:25])[NH:17]3)[n:12][c:13]2[cH:14][cH:15]1. The reactants are Cl (hydrogen chloride), C(#N)C1=C(C(=C(C(=C1F)F)O)F)F (4-cyano-2,3,5,6-tetrafluorophenol), C(C(=C)C)(=O)Cl (methacrylic acid chloride), resultant solution, C([O-])([O-])=O.[Ca+2] (calcium carbonate). Solvent: C1=CC=CC=C1 (benzene). Yields the product C(C(=C)C)(=O)OC1=C(C(=C(C(=C1F)F)C#N)F)F (4-cyano-2,3,5,6-tetrafluorophenyl methacrylate). Yield: 63.9%. As a reaction SMILES: [C:1]([C:3]1[C:8]([F:9])=[C:7]([F:10])[C:6]([OH:11])=[C:5]([F:12])[C:4]=1[F:13])#[N:2].[C:14](Cl)(=[O:18])[C:15]([CH3:17])=[CH2:16].C(=O)([O-])[O-].[Ca+2].Cl>C1C=CC=CC=1>[C:14]([O:11][C:6]1[C:5]([F:12])=[C:4]([F:13])[C:3]([C:1]#[N:2])=[C:8]([F:9])[C:7]=1[F:10])(=[O:18])[C:15]([CH3:17])=[CH2:16] |f:2.3|. Reported procedure: In 30 ml of benzene, 3.0 g (0.0157 mol) of 4-cyano-2,3,5,6-tetrafluorophenol and 1.80 g (0.0173 mol) of methacrylic acid chloride were dissolved. The resultant solution, and 1.73 g (0.0173 mol) of calcium carbonate added thereto as a hydrogen chloride trapping agent were stirred under reflux for 32 hours. The resultant reaction mixture was cooled off and filtered to separate calcium carbonate. The filtrate was dried with magnesium sulfate and then evaporated with a rotary evaporator. Consequentl... The reactants are O=C([O-])[O-], CS(=O)(=O)Cl, ClC(Cl)Cl, Cl, [K+], [K+], OC1CNCc2sccc21. Product: CS(=O)(=O)N1Cc2sccc2C(O)C1. Reaction SMILES: [C:12](=[O:13])([O-:14])[O-:15].[CH3:18][S:19]([Cl:20])(=[O:21])=[O:22].[CH:23]([Cl:24])([Cl:25])[Cl:26].[ClH:1].[K+:16].[K+:17].[OH:2][CH:3]1[c:4]2[c:5]([s:9][cH:10][cH:11]2)[CH2:6][NH:7][CH2:8]1>>[OH:2][CH:3]1[c:4]2[c:5]([s:9][cH:10][cH:11]2)[CH2:6][N:7]([S:19]([CH3:18])(=[O:21])=[O:22])[CH2:8]1. Starting materials: O=C1NC(CCO)C1Cc1ccccc1, O=C1CC(CCOC2CCCCO2)N1C1CCCCO1. Yields the product CC1C(=O)NC1CCO. RXN SMILES: [CH2:1]([c:2]1[cH:3][cH:4][cH:5][cH:6][cH:7]1)[CH:8]1[C:9](=[O:15])[NH:10][CH:11]1[CH2:12][CH2:13][OH:14].[O:16]1[CH2:17][CH2:18][CH2:19][CH2:20][CH:21]1[N:22]1[CH:23]([CH2:24][CH2:25][O:26][CH:27]2[CH2:28][CH2:29][CH2:30][CH2:31][O:32]2)[CH2:33][C:34]1=[O:35]>>[CH3:1][CH:8]1[C:9](=[O:15])[NH:10][CH:11]1[CH2:12][CH2:13][OH:14]. Reactants: [Al+3], [Cl-], [Cl-], [Cl-], O=[N+]([O-])c1ccccc1, O=C1OC(=O)c2ccccc21, Oc1cccc(O)c1. Product: O=C(O)c1ccccc1C(=O)c1ccc(O)cc1O. As a reaction SMILES: [Al+3:2].[Cl-:1].[Cl-:3].[Cl-:4].[O-:24][N+:25]([c:26]1[cH:27][cH:28][cH:29][cH:30][cH:31]1)=[O:32].[O:5]=[C:6]1[O:7][C:8](=[O:9])[c:10]2[cH:11][cH:12][cH:13][cH:14][c:15]21.[OH:16][c:17]1[cH:18][cH:19][cH:20][c:21]([OH:22])[cH:23]1>>[O:5]=[C:6]([c:15]1[c:10]([C:8]([OH:7])=[O:9])[cH:11][cH:12][cH:13][cH:14]1)[c:20]1[cH:19][cH:18][c:17]([OH:16])[cH:23][c:21]1[OH:22]. The reactants are BrC(C(=O)C=1C=C2CCC(N(C2=CC1)C)=O)C (6-(α-Bromopropionyl)-1-methyl-3,4-dihydrocarbostyril), NC1=NC=CC=C1 (2-aminopyridine), ice water. Solvent: C(C)#N (acetonitrile). The product is Br.CC1=C(N=C2N1C=CC=C2)C=2C=C1CCC(N(C1=CC2)C)=O (6-(3-methylimidazo[1,2-a]pyridine-2-yl)-1-methyl-3,4-dihydrocarbostyril monohydrobromide). Isolated yield 90.4%. Reaction SMILES: [Br:1][CH:2]([CH3:17])[C:3]([C:5]1[CH:6]=[C:7]2[C:12](=[CH:13][CH:14]=1)[N:11]([CH3:15])[C:10](=[O:16])[CH2:9][CH2:8]2)=O.[NH2:18][C:19]1[CH:24]=[CH:23][CH:22]=[CH:21][N:20]=1>C(#N)C>[BrH:1].[CH3:17][C:2]1[N:20]2[CH:21]=[CH:22][CH:23]=[CH:24][C:19]2=[N:18][C:3]=1[C:5]1[CH:6]=[C:7]2[C:12](=[CH:13][CH:14]=1)[N:11]([CH3:15])[C:10](=[O:16])[CH2:9][CH2:8]2 |f:3.4|. Procedure: 6-(α-Bromopropionyl)-1-methyl-3,4-dihydrocarbostyril (5 g), 2-aminopyridine (4.77 g) and acetonitrile (20 ml) were refluxed for 1.5 hours. The reaction mixture was cooled with ice water and crystals which precipitated were collected by filtration. The crystals were dissolved in acetone and the solution was adjusted to pH of about 1 by the addition of 48% hydrobromic acid. Crystals which formed were collected by filtration and recrystallized from water to give 5.68 g of 6-(3-methylimidazo[1,2-a]p... The reactants are ClC1=C(C(=O)NC2=CC(=C(C=C2)C(C(F)(F)F)(F)F)OCC2N(CCC2)C(=O)OC(C)(C)C)C=CC=N1 (2-Chloro-N-[3-(1-Boc-pyrrolidin-2-ylmethoxy)-4-pentafluoroethyl-phenyl]-nicotinamide), FC1=CC=C(CN)C=C1 (4-fluorobenzylamine). Solvent: CCOC(=O)C (EtOAc), O (H2O). Run at temperature 130 celsius. Product: FC1=CC=C(CNC2=C(C(=O)NC3=CC(=C(C=C3)C(C(F)(F)F)(F)F)OCC3N(CCC3)C(=O)OC(C)(C)C)C=CC=N2)C=C1 (2-(4-Fluoro-benzylamino)-N-[3-(1-Boc-pyrrolidin-2-ylmethoxy)-4-pentafluoroethyl-phenyl]-nicotinamide). RXN SMILES: Cl[C:2]1[N:37]=[CH:36][CH:35]=[CH:34][C:3]=1[C:4]([NH:6][C:7]1[CH:12]=[CH:11][C:10]([C:13]([F:19])([F:18])[C:14]([F:17])([F:16])[F:15])=[C:9]([O:20][CH2:21][CH:22]2[CH2:26][CH2:25][CH2:24][N:23]2[C:27]([O:29][C:30]([CH3:33])([CH3:32])[CH3:31])=[O:28])[CH:8]=1)=[O:5].[F:38][C:39]1[CH:46]=[CH:45][C:42]([CH2:43][NH2:44])=[CH:41][CH:40]=1>CCOC(C)=O.O>[F:38][C:39]1[CH:46]=[CH:45][C:42]([CH2:43][NH:44][C:2]2[N:37]=[CH:36][CH:35]=[CH:34][C:3]=2[C:4]([NH:6][C:7]2[CH:12]=[CH:11][C:10]([C:13]([F:19])([F:18])[C:14]([F:17])([F:16])[F:15])=[C:9]([O:20][CH2:21][CH:22]3[CH2:26][CH2:25][CH2:24][N:23]3[C:27]([O:29][C:30]([CH3:33])([CH3:32])[CH3:31])=[O:28])[CH:8]=2)=[O:5])=[CH:41][CH:40]=1. Reported procedure: 2-Chloro-N-[3-(1-Boc-pyrrolidin-2-ylmethoxy)-4-pentafluoroethyl-phenyl]-nicotinamide (442.8 mg) DIEA (351 μL) and 4-fluorobenzylamine (322 μL) were combined in a sealed tube and heated to 130° C. for 3 h. The mixture was diluted with EtOAc and H2O, the layers were separated and the organic layer was washed with brine, dried over Na2SO4, filtered and concentrated in vacuo. The residue was purified with silica gel chromatography (1% MeOH/CH2Cl2) to obtain an off-white solid.